Dataset: the Open Reaction Database (ORD), a public repository of structured organic reaction records. Task: describe an organic reaction: reactants, conditions, products, and yield Starting materials: CSc1ccc(N2CCc3c(OC4CCN(c5ncc(F)cn5)CC4)ncnc32)c(F)c1, OC(C(F)(F)F)C(F)(F)F, OO. Product: CS(=O)c1ccc(N2CCc3c(OC4CCN(c5ncc(F)cn5)CC4)ncnc32)c(F)c1. RXN SMILES: [F:1][c:2]1[c:3]([N:10]2[CH2:11][CH2:12][c:13]3[c:14]2[n:15][cH:16][n:17][c:18]3[O:19][CH:20]2[CH2:21][CH2:22][N:23]([c:26]3[n:27][cH:28][c:29]([F:32])[cH:30][n:31]3)[CH2:24][CH2:25]2)[cH:4][cH:5][c:6]([S:8][CH3:9])[cH:7]1.[F:35][C:36]([F:37])([F:38])[CH:39]([OH:40])[C:41]([F:42])([F:43])[F:44].[OH:33][OH:34]>>[F:1][c:2]1[c:3]([N:10]2[CH2:11][CH2:12][c:13]3[c:14]2[n:15][cH:16][n:17][c:18]3[O:19][CH:20]2[CH2:21][CH2:22][N:23]([c:26]3[n:27][cH:28][c:29]([F:32])[cH:30][n:31]3)[CH2:24][CH2:25]2)[cH:4][cH:5][c:6]([S:8]([CH3:9])=[O:33])[cH:7]1.